This data is from the Open Reaction Database (ORD), a public repository of structured organic reaction records. The task is: describe an organic reaction: reactants, conditions, products, and yield The reactants are Cc1ccccc1, [K+], [K+], O=S(Cl)Cl, O=S(=O)(N=C([S-])[S-])c1ccccc1-c1ccccc1. Yields the product O=S(=O)(N=C=S)c1ccccc1-c1ccccc1. RXN SMILES: [CH3:26][c:27]1[cH:28][cH:29][cH:30][cH:31][cH:32]1.[K+:20].[K+:21].[S:22]([Cl:23])([Cl:24])=[O:25].[c:1]1(-[c:14]2[cH:15][cH:16][cH:17][cH:18][cH:19]2)[c:2]([S:7](=[O:8])(=[O:9])[N:10]=[C:11]([S-:12])[S-:13])[cH:3][cH:4][cH:5][cH:6]1>>[c:1]1(-[c:14]2[cH:15][cH:16][cH:17][cH:18][cH:19]2)[c:2]([S:7](=[O:8])(=[O:9])[N:10]=[C:11]=[S:12])[cH:3][cH:4][cH:5][cH:6]1. Reagents/catalysts: [Cl-].[Cl-].[Cl-].[Cl-].[Zr+4] (zirconium tetrachloride). Run at time 3 hour. The yield is 86.2%. Procedure details: The mixture of (R)-4-(6-Hydroxy-naphthalen-2-yl)-4-methyl-oxazolidin-2-one (221.7 mg, 0.0009114 mol), N-iodosuccinimide (226 mg, 0.00100 mol) and zirconium tetrachloride (33 mg, 0.00014 mol) in methylene chloride (16 mL, 0.25 mol) was stirred at room temperature for 3 h. After filtrating through Celite and washing with methylene chloride, the concentrated residue was chromatographed to give (R)-4-(6-hydroxy-5-iodonaphthalen-2-yl)-4-methyloxazolidin-2-one as a light yellow solid (290 mg, 86%). LC... Product: OC=1C(=C2C=CC(=CC2=CC1)[C@]1(NC(OC1)=O)C)I ((R)-4-(6-hydroxy-5-iodonaphthalen-2-yl)-4-methyloxazolidin-2-one). As a reaction SMILES: [OH:1][C:2]1[CH:3]=[C:4]2[C:9](=[CH:10][CH:11]=1)[CH:8]=[C:7]([C@:12]1([CH3:18])[CH2:16][O:15][C:14](=[O:17])[NH:13]1)[CH:6]=[CH:5]2.[I:19]N1C(=O)CCC1=O.C(Cl)Cl>[Cl-].[Cl-].[Cl-].[Cl-].[Zr+4]>[OH:1][C:2]1[C:3]([I:19])=[C:4]2[C:9](=[CH:10][CH:11]=1)[CH:8]=[C:7]([C@:12]1([CH3:18])[CH2:16][O:15][C:14](=[O:17])[NH:13]1)[CH:6]=[CH:5]2 |f:3.4.5.6.7|. The reactants are OC=1C=C2C=CC(=CC2=CC1)[C@]1(NC(OC1)=O)C ((R)-4-(6-Hydroxy-naphthalen-2-yl)-4-methyl-oxazolidin-2-one), IN1C(CCC1=O)=O (N-iodosuccinimide), C(Cl)Cl (methylene chloride). The reactants are [C-]#N, CN1CCCC1=O, CCOCC, N#C[Cu], Cc1cc(C)c2[nH]nc(I)c2c1, [K+], [Na+], O=P([O-])(O)O. Product: Cc1cc(C)c2[nH]nc(C#N)c2c1. As a reaction SMILES: [C-:16]#[N:17].[CH3:25][N:26]1[CH2:27][CH2:28][CH2:29][C:30]1=[O:31].[CH3:32][CH2:33][O:34][CH2:35][CH3:36].[Cu:13][C:14]#[N:15].[I:1][c:2]1[n:3][nH:4][c:5]2[c:6]([CH3:12])[cH:7][c:8]([CH3:11])[cH:9][c:10]12.[K+:24].[Na+:18].[P:19]([O-:20])([OH:21])([OH:22])=[O:23]>>[c:2]1([C:14]#[N:15])[n:3][nH:4][c:5]2[c:6]([CH3:12])[cH:7][c:8]([CH3:11])[cH:9][c:10]12.